This data is from the Open Reaction Database (ORD), a public repository of structured organic reaction records. The task is: describe an organic reaction: reactants, conditions, products, and yield The reactants are CI (methyl iodide), [H-].[Na+] (sodium hydride), C1(=CC=CC=C1)SCCCCOC=1C=C2CCC(NC2=CC1)=O (6-(4-phenylmercapto-butoxy)-3,4-dihydro-carbostyril). Solvent: paraffin, CN(C=O)C (dimethylformamide), O (water). Conditions: time 3 hour. Product: CN1C(=O)CCC2=CC(=CC=C12)OCCCCSC1=CC=CC=C1 (1-Methyl-6-(4-phenylmercapto-butoxy)-3,4-dihydro-carbostyril). Reaction SMILES: [C:1]1([S:7][CH2:8][CH2:9][CH2:10][CH2:11][O:12][C:13]2[CH:14]=[C:15]3[C:20](=[CH:21][CH:22]=2)[NH:19][C:18](=[O:23])[CH2:17][CH2:16]3)[CH:6]=[CH:5][CH:4]=[CH:3][CH:2]=1.[H-].[Na+].[CH3:26]I>CN(C)C=O.O>[CH3:26][N:19]1[C:20]2[C:15](=[CH:14][C:13]([O:12][CH2:11][CH2:10][CH2:9][CH2:8][S:7][C:1]3[CH:6]=[CH:5][CH:4]=[CH:3][CH:2]=3)=[CH:22][CH:21]=2)[CH2:16][CH2:17][C:18]1=[O:23] |f:1.2|. Reported procedure: 16.2 gm of 6-(4-phenylmercapto-butoxy)-3,4-dihydro-carbostyril were dissolved in 100 ml of dimethylformamide, and 4.8 gm of a 50% sodium hydride suspension in paraffin oil were added to this solution. After addition of 12.5 ml of methyl iodide, the mixture was stirred for 3 hours at room temperature, diluted with water and extracted with chloroform. The evaporation residue of the chloroform extract was recrystallized with methanol in the presence of activated charcoal. Starting materials: F[B-](F)(F)F, CCN(C(C)C)C(C)C, Nc1c(Cl)cc(CC(CC(=O)N2CCC(N3CCc4ccccc4NC3=O)CC2)C(=O)O)cc1C(F)(F)F, CN(C)C=O, CN(C)C(On1nnc2ccccc21)=[N+](C)C, c1nc(C2CCNCC2)c[nH]1. Yields the product Nc1c(Cl)cc(CC(CC(=O)N2CCC(N3CCc4ccccc4NC3=O)CC2)C(=O)N2CCC(c3c[nH]cn3)CC2)cc1C(F)(F)F. As a reaction SMILES: [B-:1]([F:2])([F:3])([F:4])[F:5].[CH2:23]([N:24]([CH:25]([CH3:26])[CH3:27])[CH:28]([CH3:29])[CH3:30])[CH3:31].[NH2:32][c:33]1[c:34]([Cl:69])[cH:35][c:36]([CH2:37][CH:38]([C:39](=[O:40])[OH:41])[CH2:42][C:43]([N:44]2[CH2:45][CH2:46][CH:47]([N:50]3[C:51](=[O:61])[NH:52][c:53]4[c:54]([cH:57][cH:58][cH:59][cH:60]4)[CH2:55][CH2:56]3)[CH2:48][CH2:49]2)=[O:62])[cH:63][c:64]1[C:65]([F:66])([F:67])[F:68].[O:81]=[CH:82][N:83]([CH3:84])[CH3:85].[n:6]1([O:7][C:8]([N:9]([CH3:10])[CH3:11])=[N+:12]([CH3:13])[CH3:14])[c:15]2[cH:16][cH:17][cH:18][cH:19][c:20]2[n:21][n:22]1.[nH:70]1[cH:71][n:72][c:73]([CH:75]2[CH2:76][CH2:77][NH:78][CH2:79][CH2:80]2)[cH:74]1>>[NH2:32][c:33]1[c:34]([Cl:69])[cH:35][c:36]([CH2:37][CH:38]([C:39](=[O:41])[N:78]2[CH2:77][CH2:76][CH:75]([c:73]3[n:72][cH:71][nH:70][cH:74]3)[CH2:80][CH2:79]2)[CH2:42][C:43]([N:44]2[CH2:45][CH2:46][CH:47]([N:50]3[C:51](=[O:61])[NH:52][c:53]4[c:54]([cH:57][cH:58][cH:59][cH:60]4)[CH2:55][CH2:56]3)[CH2:48][CH2:49]2)=[O:62])[cH:63][c:64]1[C:65]([F:66])([F:67])[F:68]. Solvent: CO (methanol). Isolated yield 57.8%. Product: C(C)N1N=CC(=C1)NC(CC1=CC=C(C=C1)OC1=CC=NC2=CC(=C(C=C12)C(=O)O)OC)=O (N-(1-ethylpyrazol-4-yl)-2-[4-(6-carboxy-7-methoxyquinolin-4-yloxy)phenyl]acetamide). Conditions: time 14 hour. Starting materials: C(C)N1N=CC(=C1)NC(CC1=CC=C(C=C1)OC1=CC=NC2=CC(=C(C=C12)C(=O)OC)OC)=O (N-(1-ethylpyrazol-4-yl)-2-[4-(7-methoxy-6-methoxycarbonylquinolin-4-yloxy)phenyl]acetamide), [OH-].[Li+] (lithium hydroxide), resultant mixture, Cl (hydrochloric acid). RXN SMILES: [CH2:1]([N:3]1[CH:7]=[C:6]([NH:8][C:9](=[O:34])[CH2:10][C:11]2[CH:16]=[CH:15][C:14]([O:17][C:18]3[C:27]4[C:22](=[CH:23][C:24]([O:32][CH3:33])=[C:25]([C:28]([O:30]C)=[O:29])[CH:26]=4)[N:21]=[CH:20][CH:19]=3)=[CH:13][CH:12]=2)[CH:5]=[N:4]1)[CH3:2].[OH-].[Li+].Cl>CO>[CH2:1]([N:3]1[CH:7]=[C:6]([NH:8][C:9](=[O:34])[CH2:10][C:11]2[CH:16]=[CH:15][C:14]([O:17][C:18]3[C:27]4[C:22](=[CH:23][C:24]([O:32][CH3:33])=[C:25]([C:28]([OH:30])=[O:29])[CH:26]=4)[N:21]=[CH:20][CH:19]=3)=[CH:13][CH:12]=2)[CH:5]=[N:4]1)[CH3:2] |f:1.2|. Procedure: A mixture of N-(1-ethylpyrazol-4-yl)-2-[4-(7-methoxy-6-methoxycarbonylquinolin-4-yloxy)phenyl]acetamide (0.05 g), lithium hydroxide (0.01 g) and methanol (1 ml) was stirred at ambient temperature for 14 hours. The resultant mixture was acidified to pH2 by the addition of 2N aqueous hydrochloric acid. The precipitate was isolated, washed with water and with diethyl ether and dried under vacuum. There was thus obtained the title compound (0.028 g); 1H NMR: (DMSOd6) 1.32 (t, 3H), 3.63 (s, 2H), 3.97... Starting materials: C(C)(C)(C)OC(=O)NC(CO)C(C1=CC=CC=C1)C1=CC=CC=C1 (2-t-butoxycarbonylamino-3,3-diphenylpropan-1-ol), [H-].[Na+] (sodium hydride), CC=1C=C(CBr)C=C(C1)C (3,5-dimethylbenzyI bromide). The solvent is O1CCCC1 (tetrahydrofuran), CN(C=O)C (dimethylformamide). Conditions: time 3 hour. The product is C(C)(C)(C)OC(=O)NC(COCC1=CC(=CC(=C1)C)C)C(C1=CC=CC=C1)C1=CC=CC=C1 (2-t-butoxycarbonylamino-1-((3,5-dimethylphenyl)methyloxy)-3,3-diphenylpropane). The yield is 27.9%. RXN SMILES: [C:1]([O:5][C:6]([NH:8][CH:9]([CH:12]([C:19]1[CH:24]=[CH:23][CH:22]=[CH:21][CH:20]=1)[C:13]1[CH:18]=[CH:17][CH:16]=[CH:15][CH:14]=1)[CH2:10][OH:11])=[O:7])([CH3:4])([CH3:3])[CH3:2].[H-].[Na+].[CH3:27][C:28]1[CH:29]=[C:30]([CH:33]=[C:34]([CH3:36])[CH:35]=1)[CH2:31]Br>O1CCCC1.CN(C)C=O>[C:1]([O:5][C:6]([NH:8][CH:9]([CH:12]([C:13]1[CH:14]=[CH:15][CH:16]=[CH:17][CH:18]=1)[C:19]1[CH:20]=[CH:21][CH:22]=[CH:23][CH:24]=1)[CH2:10][O:11][CH2:27][C:28]1[CH:29]=[C:30]([CH3:31])[CH:33]=[C:34]([CH3:36])[CH:35]=1)=[O:7])([CH3:4])([CH3:2])[CH3:3] |f:1.2|. Procedure: To a solution of 2-t-butoxycarbonylamino-3,3-diphenylpropan-1-ol (1.0 g, Example 1d) in tetrahydrofuran (5 ml) and dimethylformamide (1 ml) was added sodium hydride (0.11 g, 80% suspension in oil) over 15 minutes. After an additional 10 minutes 3,5-dimethylbenzyI bromide (0.73 g) was added and the solution stirred at room temperature for 3 h. The solvent was removed in vacuo and the residue partitioned between ethyl acetate and water. After washing the organic phase with saturated brine and dryi... The reactants are [Li]CCCC, CCc1ccc(CBr)cc1, COc1cccc(OC)c1, [Cl-], [NH4+], C1CCOC1. Yields the product CCc1ccc(Cc2c(OC)cccc2OC)cc1. Reaction SMILES: [CH2:11]([Li:12])[CH2:13][CH2:14][CH3:15].[CH2:16]([CH3:17])[c:18]1[cH:19][cH:20][c:21]([CH2:22][Br:23])[cH:24][cH:25]1.[CH3:1][O:2][c:3]1[cH:4][c:5]([O:9][CH3:10])[cH:6][cH:7][cH:8]1.[Cl-:26].[NH4+:27].[O:28]1[CH2:29][CH2:30][CH2:31][CH2:32]1>>[CH3:1][O:2][c:3]1[c:4]([CH2:22][c:21]2[cH:20][cH:19][c:18]([CH2:16][CH3:17])[cH:25][cH:24]2)[c:5]([O:9][CH3:10])[cH:6][cH:7][cH:8]1. Starting materials: 3-trans-RS, BrC1=CN=C2N1C=C(C=C2)NC2CC(CCC2)O ((1RS,3RS)-3-(3-Bromo-imidazo[1,2-a]pyridin-6-ylamino)-cyclohexanol), BrC1=CN=C2N1C=C(C=C2)NC2CC(CCC2)O ((1RS,3RS)-3-(3-Bromo-imidazo[1,2-a]pyridin-6-ylamino)-cyclohexanol), ClC1=NC(=CC(=C1)B1OC(C(O1)(C)C)(C)C)F (2-Chloro-6-fluoro-4-(4,4,5,5-tetramethyl-[1,3,2]dioxaborolan-2-yl)-pyridine), C(=O)([O-])[O-].[Na+].[Na+] (Na2CO3). Reagents/catalysts: C1([P]([Pd][P](C2=CC=CC=C2)(C3=CC=CC=C3)C4=CC=CC=C4)(C5=CC=CC=C5)C6=CC=CC=C6)=CC=CC=C1 (bis(triphenylphosphine)palladium). Run in O (H2O), C(C)O (ethanol), O (water). Run at temperature 95 celsius. Yields the product ClC1=NC(=CC(=C1)C1=CN=C2N1C=C(C=C2)NC2CC(CCC2)O)F ((1SR,3SR)-3-[3-(2-Chloro-6-Fluoro-pyridin-4-yl)-imidazo[1,2-a]pyridin-6-ylamino)-cyclohexanol). Reaction SMILES: Br[C:2]1[N:6]2[CH:7]=[C:8]([NH:11][CH:12]3[CH2:17][CH2:16][CH2:15][CH:14]([OH:18])[CH2:13]3)[CH:9]=[CH:10][C:5]2=[N:4][CH:3]=1.[Cl:19][C:20]1[CH:25]=[C:24](B2OC(C)(C)C(C)(C)O2)[CH:23]=[C:22]([F:35])[N:21]=1.C([O-])([O-])=O.[Na+].[Na+]>C(O)C.O.C1(C=CC=CC=1)[P](C1C=CC=CC=1)(C1C=CC=CC=1)[Pd][P](C1C=CC=CC=1)(C1C=CC=CC=1)C1C=CC=CC=1>[Cl:19][C:20]1[CH:25]=[C:24]([C:2]2[N:6]3[CH:7]=[C:8]([NH:11][CH:12]4[CH2:17][CH2:16][CH2:15][CH:14]([OH:18])[CH2:13]4)[CH:9]=[CH:10][C:5]3=[N:4][CH:3]=2)[CH:23]=[C:22]([F:35])[N:21]=1 |f:2.3.4,^1:51,65|. Procedure: To a solution of 3-trans-RS/RS (3-bromo-imidazo[1,2-a]pyridin-6-ylamino)-cyclohexanol [intermediate J step 2] (1 eq, 0.1 g), 2-Chloro-6-fluoro-4-(4,4,5,5-tetramethyl-[1,3,2]dioxaborolan-2-yl)-pyridine (1.05 eq,82 mg), Na2CO3 (2 eq, 68 mg) in ethanol (2 ml) and water (0.2 ml), under an inert atmosphere of argon is added bis(triphenylphosphine)palladium II chloride (0.1 eq, 0.96 mmol, 22 mg). The reaction mixture is heated at 95° C. for 16 hours. The mixture is diluted with H2O (50 ml) and extract...